Dataset: the Open Reaction Database (ORD), a public repository of structured organic reaction records. Task: describe an organic reaction: reactants, conditions, products, and yield Reactants: C1(=CC=CC=C1)C=1C=CC2=C(CCC(C(N2)=O)NC([C@H](OC)[C@@H]2OC(O[C@@H]([C@@H]2O)\C=C\C(C)(C)C)(C)C)=O)C1 ((R)—N-(7-phenyl-2-oxo-2,3,4,5-tetrahydro-1H-1-benzazepin-3-yl)-2-[(4R,5S,6R)-6-((E)-3,3-dimethylbut-1-enyl)-5-hydroxy-2,2-dimethyl-1,3-dioxinan-4-yl]-2-methoxyacetamide), [OH-].[Na+] (NaOH). The solvent is C1CCOC1 (THF), Cl (hydrochloric acid). The product is C1(=CC=CC=C1)C=1C=CC2=C(CCC(C(N2)=O)NC([C@@H]([C@@H]([C@H]([C@@H](\C=C\C(C)(C)C)O)O)O)OC)=O)C1 (N-(7-phenyl-2-oxo-2,3,4,5-tetrahydro-1H-1-benzazepin-3-yl)-(E)-(2R,3R,4S,5R)-3,4,5-trihydroxy-2-methoxy-8,8-dimethylnon-6-enamide). RXN SMILES: [C:1]1([C:7]2[CH:8]=[CH:9][C:10]3[NH:16][C:15](=[O:17])[CH:14]([NH:18][C:19](=[O:38])[C@@H:20]([C@H:23]4[C@@H:28]([OH:29])[C@@H:27](/[CH:30]=[CH:31]/[C:32]([CH3:35])([CH3:34])[CH3:33])[O:26]C(C)(C)[O:24]4)[O:21][CH3:22])[CH2:13][CH2:12][C:11]=3[CH:39]=2)[CH:6]=[CH:5][CH:4]=[CH:3][CH:2]=1.[OH-].[Na+]>C1COCC1.Cl>[C:1]1([C:7]2[CH:8]=[CH:9][C:10]3[NH:16][C:15](=[O:17])[CH:14]([NH:18][C:19](=[O:38])[C@H:20]([O:21][CH3:22])[C@H:23]([OH:24])[C@@H:28]([OH:29])[C@H:27]([OH:26])/[CH:30]=[CH:31]/[C:32]([CH3:35])([CH3:33])[CH3:34])[CH2:13][CH2:12][C:11]=3[CH:39]=2)[CH:6]=[CH:5][CH:4]=[CH:3][CH:2]=1 |f:1.2|. Procedure: 150 mg of 15 (280 μmol) in 1,4 ml of THF and 2.78 ml of 1N hydrochloric acid are introduced into a 20 ml round-bottomed flask, with stirring and under argon. The stirring is maintained for 4 h at AT. The medium is neutralized with NaOH (1N), to pH 7, and extracted with 2 times 5 ml of EtOAc. The combined organic phases are dried over MgSO4, filtered and evaporated to dryness. The crude is chromatographed on a silica cartridge (10 g) with an eluent of CH2Cl2/MeOH (as an MeOH gradient of 1 to 10%)... The reactants are COC(CC1C(NC2=CC(=CC=C2C1)OCCNC(=O)OC(C)(C)C)=O)=O ([7-(2-tert-Butoxycarbonylamino-ethoxy)-2-oxo-1,2,3,4-tetrahydro-quinolin-3-yl]-acetic acid methyl ester), FC(C(=O)O)(F)F (trifluoroacetic acid). The solvent is C(Cl)Cl (methylene chloride). Run at time 18 hour. Product: FC(C(=O)O)(F)F.COC(CC1C(NC2=CC(=CC=C2C1)OCCN)=O)=O ([7-(2-Amino-ethoxy)-2-oxo-1,2,3,4-tetrahydro-quinolin-3-yl]-acetic acid methyl ester Trifluoroacetate). Isolated yield 100.4%. Reaction SMILES: [CH3:1][O:2][C:3](=[O:27])[CH2:4][CH:5]1[CH2:14][C:13]2[C:8](=[CH:9][C:10]([O:15][CH2:16][CH2:17][NH:18]C(OC(C)(C)C)=O)=[CH:11][CH:12]=2)[NH:7][C:6]1=[O:26].[F:28][C:29]([F:34])([F:33])[C:30]([OH:32])=[O:31]>C(Cl)Cl>[F:28][C:29]([F:34])([F:33])[C:30]([OH:32])=[O:31].[CH3:1][O:2][C:3](=[O:27])[CH2:4][CH:5]1[CH2:14][C:13]2[C:8](=[CH:9][C:10]([O:15][CH2:16][CH2:17][NH2:18])=[CH:11][CH:12]=2)[NH:7][C:6]1=[O:26] |f:3.4|. Procedure: [7-(2-tert-Butoxycarbonylamino-ethoxy)-2-oxo-1,2,3,4-tetrahydro-quinolin-3-yl]-acetic acid methyl ester (2.5 g, 6.6 mmol) and trifluoroacetic acid (5.1 mL, 66 mmol) were combined in methylene chloride (25 mL) at 25° C. After 18 h, the solution was concentrated in vacuo to give the title compound as a tan solid (2.6 g). Starting materials: Cl, O=C(O)c1ccc(Oc2ccccc2)cc1. Product: O=C(Cl)c1ccc(Oc2ccccc2)cc1. RXN SMILES: [ClH:17].[O:1]([c:2]1[cH:3][cH:4][cH:5][cH:6][cH:7]1)[c:8]1[cH:9][cH:10][c:11]([C:12](=[O:13])[OH:14])[cH:15][cH:16]1>>[O:1]([c:2]1[cH:3][cH:4][cH:5][cH:6][cH:7]1)[c:8]1[cH:9][cH:10][c:11]([C:12](=[O:13])[Cl:17])[cH:15][cH:16]1. Starting materials: CC(C)(C)OC(=O)N1C(=O)C2CC1CCC2NC(=O)OCc1ccccc1, CCC1CC(NC(=O)OC(C)(C)C)CCC1N1CCC(NC(=O)OCc2ccccc2)C1=O, C[P+](c1ccccc1)(c1ccccc1)c1ccccc1, ClCCl, O=C(O)C(F)(F)F, [I-]. Product: CCC1CC(N)CCC1N1CCC(NC(=O)OCc2ccccc2)C1=O. RXN SMILES: [C:22]([O:23][C:24]([N:25]1[C:26](=[O:27])[CH:28]2[CH2:29][CH:30]1[CH2:31][CH2:32][CH:33]2[NH:34][C:35]([O:36][CH2:37][c:38]1[cH:39][cH:40][cH:41][cH:42][cH:43]1)=[O:44])=[O:45])([CH3:46])([CH3:47])[CH3:48].[CH2:49]([c:50]1[cH:51][cH:52][cH:53][cH:54][cH:55]1)[O:56][C:57]([NH:58][CH:59]1[C:60](=[O:80])[N:61]([CH:64]2[CH:65]([CH2:78][CH3:79])[CH2:66][CH:67]([NH:70][C:71]([O:72][C:73]([CH3:74])([CH3:75])[CH3:76])=[O:77])[CH2:68][CH2:69]2)[CH2:62][CH2:63]1)=[O:81].[CH3:2][P+:3]([c:4]1[cH:5][cH:6][cH:7][cH:8][cH:9]1)([c:10]1[cH:11][cH:12][cH:13][cH:14][cH:15]1)[c:16]1[cH:17][cH:18][cH:19][cH:20][cH:21]1.[Cl:82][CH2:83][Cl:84].[F:85][C:86]([F:87])([F:88])[C:89]([OH:90])=[O:91].[I-:1]>>[CH2:49]([c:50]1[cH:51][cH:52][cH:53][cH:54][cH:55]1)[O:56][C:57]([NH:58][CH:59]1[C:60](=[O:80])[N:61]([CH:64]2[CH:65]([CH2:78][CH3:79])[CH2:66][CH:67]([NH2:70])[CH2:68][CH2:69]2)[CH2:62][CH2:63]1)=[O:81]. Reactants: NC=1SC(=C(C1C#N)C)C (2-amino-4,5-dimethylthiophene-3-carbonitrile), C(C1=CC=CC=C1)(=O)N=C=S (benzoylisothiocyanate). The solvent is O1CCOCC1 (1.4-dioxane). Conditions: time 8 hour. Yields the product C(#N)C1=C(SC(=C1C)C)NC(=S)NC(C1=CC=CC=C1)=O (N-(3-Cyano-4,5-dimethylthiophen-2-ylcarbamothioyl)benzamide). Reaction SMILES: [NH2:1][C:2]1[S:3][C:4]([CH3:10])=[C:5]([CH3:9])[C:6]=1[C:7]#[N:8].[C:11]([N:19]=[C:20]=[S:21])(=[O:18])[C:12]1[CH:17]=[CH:16][CH:15]=[CH:14][CH:13]=1>O1CCOCC1>[C:7]([C:6]1[C:5]([CH3:9])=[C:4]([CH3:10])[S:3][C:2]=1[NH:1][C:20]([NH:19][C:11](=[O:18])[C:12]1[CH:13]=[CH:14][CH:15]=[CH:16][CH:17]=1)=[S:21])#[N:8]. Reported procedure: To a solution of 2-amino-4,5-dimethylthiophene-3-carbonitrile (1.52 g, 10.0 mmol) in 1.4-dioxane (20 mL) was added benzoylisothiocyanate (1.63 g, 10.0 mmol). The reaction mixture was then stirred at room temperature under nitrogen overnight. The precipitation was collected by filtration, washed with EtOAc/Hexanes (1:4), and dried under vacuum overnight to give N-(3-Cyano-4,5-dimethylthiophen-2-ylcarbamothioyl)benzamide as a white solid. 1H NMR (400 MHz, CDCl3) δ2.23 (s, 3H), 2.31 (s, 3H), 7.58-7...